Dataset: the Open Reaction Database (ORD), a public repository of structured organic reaction records. Task: describe an organic reaction: reactants, conditions, products, and yield Starting materials: C(=O)(O)[O-].[Na+] (NaHCO3), COC1=CC=C(OC2=CC(=NC=C2)NC=2SC=C(N2)C)C=C1 (4-(4-methoxyphenoxy)-N-(4-methylthiazol-2-yl)pyridin-2-amine), BrB(Br)Br (tribromoborane), CC(C)=CC (2-methyl-2-butene). Run in O (Water), ClCCl (dichloromethane). Conditions: temperature 0 celsius, time 1 hour. The product is CC=1N=C(SC1)NC1=NC=CC(=C1)OC1=CC=C(C=C1)O (4-(2-(4-methylthiazol-2-ylamino)pyridin-4-yloxy)phenol). The yield is 36.7%. Reaction SMILES: C[O:2][C:3]1[CH:22]=[CH:21][C:6]([O:7][C:8]2[CH:13]=[CH:12][N:11]=[C:10]([NH:14][C:15]3[S:16][CH:17]=[C:18]([CH3:20])[N:19]=3)[CH:9]=2)=[CH:5][CH:4]=1.BrB(Br)Br.CC(=CC)C.C([O-])(O)=O.[Na+]>O.ClCCl>[CH3:20][C:18]1[N:19]=[C:15]([NH:14][C:10]2[CH:9]=[C:8]([O:7][C:6]3[CH:21]=[CH:22][C:3]([OH:2])=[CH:4][CH:5]=3)[CH:13]=[CH:12][N:11]=2)[S:16][CH:17]=1 |f:3.4|. Procedure details: A 50 mL round bottom flask was charged with 4-(4-methoxyphenoxy)-N-(4-methylthiazol-2-yl)pyridin-2-amine (0.20 g, 0.638 mmol) and dichloromethane (6 mL). The solution was cooled to 0° C., and tribromoborane (0.181 mL, 1.91 mmol) and 1 mL of 2-methyl-2-butene were added. The reaction mixture was stirred at 0° C. for 1 hour. Water and saturated solution of NaHCO3 were added, and the reaction mixture was extracted with EtOAc. The organic layer was dried over magnesium sulfate, filtered and concentr... Run in C(C)(C)(C)O (t-butanol), C1=CC=CC=C1 (benzene). Yield: 85.9%. Reactants: [Na] (sodium), BrC(C(CC(=O)OCC)(C)C)CC(Cl)(Cl)Cl (ethyl 4-bromo-6,6,6-trichloro-3,3-dimethylhexanoate). The product is ClC(CC1C(C1(C)C)C(=O)OCC)(Cl)Cl (ethyl 2-(β,β,β-trichloroethyl)-3,3-dimethylcyclopropanecarboxylate). As a reaction SMILES: [Na].Br[CH:3]([CH2:13][C:14]([Cl:17])([Cl:16])[Cl:15])[C:4]([CH3:12])([CH3:11])[CH2:5][C:6]([O:8][CH2:9][CH3:10])=[O:7]>C(O)(C)(C)C.C1C=CC=CC=1>[Cl:15][C:14]([Cl:17])([Cl:16])[CH2:13][CH:3]1[C:4]([CH3:12])([CH3:11])[CH:5]1[C:6]([O:8][CH2:9][CH3:10])=[O:7] |^1:0|. Procedure: To a solution of 46 mg of sodium in a mixture of 12 ml of t-butanol and 6 ml of benzene was added, at room temperature, 709 mg of ethyl 4-bromo-6,6,6-trichloro-3,3-dimethylhexanoate. The mixture was treated as described in Example XII A to produce 470 mg (86% yield) of ethyl 2-(β,β,β-trichloroethyl)-3,3-dimethylcyclopropanecarboxylate. The reactants are CC1(C(CC(CC1)=O)=O)C (4,4-Dimethyl-1,3-cyclohexanedione), OC1=C(C=O)C=C(C=C1)[N+](=O)[O-] (2-hydroxy-5-nitrobenzaldehyde), NC1=NNC=C1 (3-aminopyrazole). Yields the product OC1=C(C=C(C=C1)[N+](=O)[O-])C1N2C(NC=3CCC(C(C13)=O)(C)C)=CC=N2 (9-(2-Hydroxy-5-nitrophenyl)-7,7-dimethyl-5,6,7,9-tetrahydropyrazolo[5,1-b]quinazolin-8(4H)-one). RXN SMILES: [CH3:1][C:2]1([CH3:10])[CH2:7][CH2:6][C:5](=O)[CH2:4][C:3]1=[O:9].[OH:11][C:12]1[CH:19]=[CH:18][C:17]([N+:20]([O-:22])=[O:21])=[CH:16][C:13]=1[CH:14]=O.[NH2:23][C:24]1[CH:28]=[CH:27][NH:26][N:25]=1>>[OH:11][C:12]1[CH:19]=[CH:18][C:17]([N+:20]([O-:22])=[O:21])=[CH:16][C:13]=1[CH:14]1[C:4]2[C:3](=[O:9])[C:2]([CH3:10])([CH3:1])[CH2:7][CH2:6][C:5]=2[NH:23][C:24]2=[CH:28][CH:27]=[N:26][N:25]12. Procedure: 4,4-Dimethyl-1,3-cyclohexanedione, 2-hydroxy-5-nitrobenzaldehyde and 3-aminopyrazole were processed as described in General Procedure A to provide the title compound. Starting materials: FC(C(COC1CCN(CC1)C(=O)OCC1=CC=CC=C1)OS(=O)(=O)C)(F)F (benzyl 4-{3,3,3-trifluoro-2-[(methylsulfonyl)oxy]propoxy}piperidine-1-carboxylate), [N-]=[N+]=[N-].[Na+] (sodium azide), 15-crown-5-ether, CS(=O)C (dimethyl sulfoxide). Run in O (Water). Run at temperature 100 celsius, time 3 day. Yields the product N(=[N+]=[N-])C(COC1CCN(CC1)C(=O)OCC1=CC=CC=C1)C(F)(F)F (benzyl 4-(2-azido-3,3,3-trifluoropropoxy)piperidine-1-carboxylate). Isolated yield 25.6%. RXN SMILES: [F:1][C:2]([F:28])([F:27])[CH:3](OS(C)(=O)=O)[CH2:4][O:5][CH:6]1[CH2:11][CH2:10][N:9]([C:12]([O:14][CH2:15][C:16]2[CH:21]=[CH:20][CH:19]=[CH:18][CH:17]=2)=[O:13])[CH2:8][CH2:7]1.[N-:29]=[N+:30]=[N-:31].[Na+].CS(C)=O>O>[N:29]([CH:3]([C:2]([F:28])([F:27])[F:1])[CH2:4][O:5][CH:6]1[CH2:11][CH2:10][N:9]([C:12]([O:14][CH2:15][C:16]2[CH:21]=[CH:20][CH:19]=[CH:18][CH:17]=2)=[O:13])[CH2:8][CH2:7]1)=[N+:30]=[N-:31] |f:1.2|. Procedure: A mixture of benzyl 4-{3,3,3-trifluoro-2-[(methylsulfonyl)oxy]propoxy}piperidine-1-carboxylate (1.31 g), sodium azide (1.00 g), 15-crown-5-ether (3.39 g) and dimethyl sulfoxide (5 mL) was stirred at 100° C. for 3 days. Water was added thereto, and the obtained mixture was extracted with ethyl acetate. The extract was washed with saturated brine, and dried over anhydrous sodium sulfate. The solvent was evaporated under reduced pressure and the residue was purified by silica gel column chromatogra... Starting materials: Brc1nccs1, COCOCc1ccc(OB(O)O)cc1, COCCOC, CCO, [Cs+], [F-], O, c1ccc(P(c2ccccc2)(c2ccccc2)[Pd](P(c2ccccc2)(c2ccccc2)c2ccccc2)(P(c2ccccc2)(c2ccccc2)c2ccccc2)P(c2ccccc2)(c2ccccc2)c2ccccc2)cc1. The product is COCOCc1ccc(-c2nccs2)cc1. As a reaction SMILES: [Br:16][c:17]1[s:18][cH:19][cH:20][n:21]1.[CH3:1][O:2][CH2:3][O:4][CH2:5][c:6]1[cH:7][cH:8][c:9]([O:12][B:13]([OH:14])[OH:15])[cH:10][cH:11]1.[CH3:24][O:25][CH2:26][CH2:27][O:28][CH3:29].[CH3:30][CH2:31][OH:32].[Cs+:23].[F-:22].[OH2:33].[cH:34]1[cH:35][cH:36][c:37]([P:38]([Pd:39]([P:40]([c:41]2[cH:42][cH:43][cH:44][cH:45][cH:46]2)([c:47]2[cH:48][cH:49][cH:50][cH:51][cH:52]2)[c:53]2[cH:54][cH:55][cH:56][cH:57][cH:58]2)([P:59]([c:60]2[cH:61][cH:62][cH:63][cH:64][cH:65]2)([c:66]2[cH:67][cH:68][cH:69][cH:70][cH:71]2)[c:72]2[cH:73][cH:74][cH:75][cH:76][cH:77]2)[P:78]([c:79]2[cH:80][cH:81][cH:82][cH:83][cH:84]2)([c:85]2[cH:86][cH:87][cH:88][cH:89][cH:90]2)[c:91]2[cH:92][cH:93][cH:94][cH:95][cH:96]2)([c:97]2[cH:98][cH:99][cH:100][cH:101][cH:102]2)[c:103]2[cH:104][cH:105][cH:106][cH:107][cH:108]2)[cH:109][cH:110]1>>[CH3:1][O:2][CH2:3][O:4][CH2:5][c:6]1[cH:7][cH:8][c:9](-[c:17]2[s:18][cH:19][cH:20][n:21]2)[cH:10][cH:11]1. Reported procedure: A mixture of 1-[4-(3-hydroxypropoxy)phenyl]-propan-2-one (1.8 g) and 2-hydroxy-2-(3-trifluoromethylphenyl)ethanamine (1.8 g) were mixed in dry benzene (80 ml) and boiled under reflux in a Dean and Stark apparatus until water evolution was complete. The solvent was evaporated, the residue dissolved in methanol, platinum oxide (50 mg) added and the imine reduced in the presence of hydrogen at atmospheric pressure. When hydrogen uptake ceased the catalyst was removed by filtration and the solvent e... Isolated yield 27.4%. Solvent: C1=CC=CC=C1 (benzene). Product: OCCCOC1=CC=C(C=C1)CC(C)NCC(C1=CC(=CC=C1)C(F)(F)F)O (N-[2-(4-(3-Hydroxypropoxy)phenyl)-1-methylethyl]-2-hydroxy-2-(3-trifluoromethylphenyl)-ethanamine). Starting materials: OCCCOC1=CC=C(C=C1)CC(C)=O (1-[4-(3-hydroxypropoxy)phenyl]-propan-2-one), OC(CN)C1=CC(=CC=C1)C(F)(F)F (2-hydroxy-2-(3-trifluoromethylphenyl)ethanamine), O (water). RXN SMILES: [OH:1][CH2:2][CH2:3][CH2:4][O:5][C:6]1[CH:11]=[CH:10][C:9]([CH2:12][C:13](=O)[CH3:14])=[CH:8][CH:7]=1.[OH:16][CH:17]([C:20]1[CH:25]=[CH:24][CH:23]=[C:22]([C:26]([F:29])([F:28])[F:27])[CH:21]=1)[CH2:18][NH2:19].O>C1C=CC=CC=1>[OH:1][CH2:2][CH2:3][CH2:4][O:5][C:6]1[CH:11]=[CH:10][C:9]([CH2:12][CH:13]([NH:19][CH2:18][CH:17]([OH:16])[C:20]2[CH:25]=[CH:24][CH:23]=[C:22]([C:26]([F:28])([F:29])[F:27])[CH:21]=2)[CH3:14])=[CH:8][CH:7]=1.